From a dataset of the Open Reaction Database (ORD), a public repository of structured organic reaction records. describe an organic reaction: reactants, conditions, products, and yield The reactants are COC(=O)c1cc(CN2CCCC(N(Cc3cc(C(F)(F)F)cc(C(F)(F)F)c3)c3nnn(C)n3)c3cc(C)c(C(F)(F)F)cc32)ccc1O, CO, Cl, [Na+], [OH-]. The product is Cc1cc2c(cc1C(F)(F)F)N(Cc1ccc(O)c(C(=O)O)c1)CCCC2N(Cc1cc(C(F)(F)F)cc(C(F)(F)F)c1)c1nnn(C)n1. As a reaction SMILES: [CH3:3][O:4][C:5]([c:6]1[c:7]([OH:51])[cH:8][cH:9][c:10]([CH2:12][N:13]2[c:14]3[c:15]([cH:42][c:43]([CH3:50])[c:44]([C:46]([F:47])([F:48])[F:49])[cH:45]3)[CH:16]([N:20]([c:21]3[n:22][n:23][n:24]([CH3:26])[n:25]3)[CH2:27][c:28]3[cH:29][c:30]([C:38]([F:39])([F:40])[F:41])[cH:31][c:32]([C:34]([F:35])([F:36])[F:37])[cH:33]3)[CH2:17][CH2:18][CH2:19]2)[cH:11]1)=[O:52].[CH3:54][OH:55].[ClH:53].[Na+:2].[OH-:1]>>[O:4]=[C:5]([c:6]1[c:7]([OH:51])[cH:8][cH:9][c:10]([CH2:12][N:13]2[c:14]3[c:15]([cH:42][c:43]([CH3:50])[c:44]([C:46]([F:47])([F:48])[F:49])[cH:45]3)[CH:16]([N:20]([c:21]3[n:22][n:23][n:24]([CH3:26])[n:25]3)[CH2:27][c:28]3[cH:29][c:30]([C:38]([F:39])([F:40])[F:41])[cH:31][c:32]([C:34]([F:35])([F:36])[F:37])[cH:33]3)[CH2:17][CH2:18][CH2:19]2)[cH:11]1)[OH:52]. Starting materials: C(C)(C)(C)OC(N(C1CCOCC1)CCCCN1C(=NC=2C=NC=3C=CC=CC3C21)CC)=O (tert-butyl[4-(2-ethyl-1H-imidazo[4,5-c]quinolin-1-yl)butyl]tetrahydro-2H-pyran-4-ylcarbamate), ClC1=CC(=CC=C1)C(=O)OO (m-chloroperbenzoic acid). Run in C(Cl)(Cl)Cl (chloroform), C(Cl)(Cl)Cl (chloroform). Reaction conditions: time 2 hour. The product is C(C)(C)(C)OC(N(C1CCOCC1)CCCCN1C(=NC=2C=[N+](C=3C=CC=CC3C21)[O-])CC)=O (tert-butyl[4-(2-ethyl-5-oxido-1H-imidazo[4,5-c]quinolin-1-yl)butyl]tetrahydro-2H-pyran-4-ylcarbamate). RXN SMILES: [C:1]([O:5][C:6](=[O:33])[N:7]([CH2:14][CH2:15][CH2:16][CH2:17][N:18]1[C:30]2[C:29]3[CH:28]=[CH:27][CH:26]=[CH:25][C:24]=3[N:23]=[CH:22][C:21]=2[N:20]=[C:19]1[CH2:31][CH3:32])[CH:8]1[CH2:13][CH2:12][O:11][CH2:10][CH2:9]1)([CH3:4])([CH3:3])[CH3:2].ClC1C=CC=C(C(OO)=[O:42])C=1>C(Cl)(Cl)Cl>[C:1]([O:5][C:6](=[O:33])[N:7]([CH2:14][CH2:15][CH2:16][CH2:17][N:18]1[C:30]2[C:29]3[CH:28]=[CH:27][CH:26]=[CH:25][C:24]=3[N+:23]([O-:42])=[CH:22][C:21]=2[N:20]=[C:19]1[CH2:31][CH3:32])[CH:8]1[CH2:9][CH2:10][O:11][CH2:12][CH2:13]1)([CH3:4])([CH3:3])[CH3:2]. Reported procedure: To a solution of tert-butyl[4-(2-ethyl-1H-imidazo[4,5-c]quinolin-1-yl)butyl]tetrahydro-2H-pyran-4-ylcarbamate in chloroform was added m-chloroperbenzoic acid (4 eq.) and stirred at ambient temperature for 2 hrs. Reaction mixture was then diluted with chloroform and washed with saturated sodium bicarbonate solution. Organic layer was dried over sodium sulphate and concentrated under reduced pressure to yield sticky mass. Product was then purified using silica gel column chromatography to afford t... The reactants are CN1C(=CC2=CC=CC=C12)C (1,2-dimethylindole), Cl/C/1=C(/C(=O)OC1=O)\Cl (dichloromaleic anhydride). Run in C(CCl)Cl (ethylene dichloride). The product is CN1C(=C(C2=CC=CC=C12)C(C(=C(C(=O)O)Cl)Cl)=O)C (4-(1,2-dimethyl-3-indolyl)-2,3-dichloro-4-oxo-2-butenoic acid). Isolated yield 91.5%. RXN SMILES: [CH3:1][N:2]1[C:10]2[C:5](=[CH:6][CH:7]=[CH:8][CH:9]=2)[CH:4]=[C:3]1[CH3:11].[Cl:12][C:13]1=[C:14]([Cl:20])[C:15]([O:17][C:18]1=[O:19])=[O:16]>C(Cl)CCl>[CH3:1][N:2]1[C:10]2[C:5](=[CH:6][CH:7]=[CH:8][CH:9]=2)[C:4]([C:15](=[O:16])[C:14]([Cl:20])=[C:13]([Cl:12])[C:18]([OH:19])=[O:17])=[C:3]1[CH3:11]. Procedure details: A mixture of 10.0 g (0.07 mole) of 1,2-dimethylindole, 12.0 g (0.07 mole) of dichloromaleic anhydride and 200 ml of ethylene dichloride was stirred at ambient temperature for approximately eighteen hours. The solid present in the reaction mixture was collected by filtration. After drying at 60° C. in vacuo there was obtained 20.0 g of 4-(1,2-dimethyl-3-indolyl)-2,3-dichloro-4-oxo-2-butenoic acid (Formula VIII: R=R1 =CH3 ; Y=H) as a pale blue solid which melted over the range 150° to 153° C. Infr... Reactants: COc1cc2c(Oc3cccc(NC(=O)Nc4cc(C(C)(C)C)on4)c3)ncnc2cc1OC1CCNC1, CCN(C(C)C)C(C)C, ClCCl, O=S(=O)(OCC(F)F)C(F)(F)F. The product is COc1cc2c(Oc3cccc(NC(=O)Nc4cc(C(C)(C)C)on4)c3)ncnc2cc1OC1CCN(CC(F)F)C1. Reaction SMILES: [C:1]([CH3:2])([CH3:3])([CH3:4])[c:5]1[cH:6][c:7]([NH:10][C:11](=[O:12])[NH:13][c:14]2[cH:15][c:16]([O:20][c:21]3[n:22][cH:23][n:24][c:25]4[cH:26][c:27]([O:33][CH:34]5[CH2:35][NH:36][CH2:37][CH2:38]5)[c:28]([O:31][CH3:32])[cH:29][c:30]34)[cH:17][cH:18][cH:19]2)[n:8][o:9]1.[CH:39]([N:40]([CH2:41][CH3:42])[CH:43]([CH3:44])[CH3:45])([CH3:46])[CH3:47].[Cl:60][CH2:61][Cl:62].[F:48][C:49]([F:50])([F:51])[S:52]([O:53][CH2:54][CH:55]([F:56])[F:57])(=[O:58])=[O:59]>>[C:1]([CH3:2])([CH3:3])([CH3:4])[c:5]1[cH:6][c:7]([NH:10][C:11](=[O:12])[NH:13][c:14]2[cH:15][c:16]([O:20][c:21]3[n:22][cH:23][n:24][c:25]4[cH:26][c:27]([O:33][CH:34]5[CH2:35][N:36]([CH2:54][CH:55]([F:56])[F:57])[CH2:37][CH2:38]5)[c:28]([O:31][CH3:32])[cH:29][c:30]34)[cH:17][cH:18][cH:19]2)[n:8][o:9]1. Reactants: CC#N, [F-], CCCc1ccc(C(F)=C(F)[Si](C)(C)C)cc1, [K+], O. Product: CCCc1ccc(C(F)=CF)cc1. Reaction SMILES: [CH3:21][C:22]#[N:23].[F-:18].[F:1][C:2](=[C:3]([Si:4]([CH3:5])([CH3:6])[CH3:7])[F:8])[c:9]1[cH:10][cH:11][c:12]([CH2:15][CH2:16][CH3:17])[cH:13][cH:14]1.[K+:19].[OH2:20]>>[F:1][C:2](=[CH:3][F:8])[c:9]1[cH:10][cH:11][c:12]([CH2:15][CH2:16][CH3:17])[cH:13][cH:14]1.